Dataset: the Open Reaction Database (ORD), a public repository of structured organic reaction records. Task: describe an organic reaction: reactants, conditions, products, and yield The reactants are C(C1=CC=CC=C1)OC1=C(SC=C1)C(=O)OC (methyl 3-(benzyloxy)-2-thiophenecarboxylate), [OH-].[Na+] (NaOH). The solvent is CO (MeOH), C1CCOC1 (THF). Product: C(C1=CC=CC=C1)OC1=C(SC=C1)C(=O)O (3-(benzyloxy)-2-thiophenecarboxylic acid). Isolated yield 91.3%. As a reaction SMILES: [CH2:1]([O:8][C:9]1[CH:13]=[CH:12][S:11][C:10]=1[C:14]([O:16]C)=[O:15])[C:2]1[CH:7]=[CH:6][CH:5]=[CH:4][CH:3]=1.[OH-].[Na+]>CO.C1COCC1>[CH2:1]([O:8][C:9]1[CH:13]=[CH:12][S:11][C:10]=1[C:14]([OH:16])=[O:15])[C:2]1[CH:7]=[CH:6][CH:5]=[CH:4][CH:3]=1 |f:1.2|. Procedure: To a solution of methyl 3-(benzyloxy)-2-thiophenecarboxylate (7.85 g, 31.61 mmol) in MeOH (32 mL) and THF (16 mL) was added 2 N NaOH (21 mL), and the mixture was stirred at reflux for 10 hrs, and then concentrated under reduced pressure. The residue was diluted with water, washed with ether. The separated aqueous phase was acidified with 5N HCl. The precipitated solid was collected by filtration, washed with hexane, and dried under reduced pressure at 60° C. to give 3-(benzyloxy)-2-thiophenecarb... The reactants are Cl.N(C(=N)N)C=1SC(=C(N1)C)C(=O)OCC (ethyl 2-guanidino-4-methyl-thiazole-5-carboxylate hydrochloride). The solvent is C(C)O (ethanol), [OH-].[Na+] (NaOH). Yields the product N(C(=N)N)C=1SC(=C(N1)C)C(=O)O (2-guanidino-4-methyl-thiazole-5-carboxylic acid). Isolated yield 90.8%. As a reaction SMILES: Cl.[NH:2]([C:6]1[S:7][C:8]([C:12]([O:14]CC)=[O:13])=[C:9]([CH3:11])[N:10]=1)[C:3]([NH2:5])=[NH:4]>C(O)C.[OH-].[Na+]>[NH:2]([C:6]1[S:7][C:8]([C:12]([OH:14])=[O:13])=[C:9]([CH3:11])[N:10]=1)[C:3]([NH2:5])=[NH:4] |f:0.1,3.4|. Procedure: 2.65 g of ethyl 2-guanidino-4-methyl-thiazole-5-carboxylate hydrochloride (prepared according to Example 3) are heated to 75° C. for 7 hrs. in 70 ml of ethanol and 11 ml of 2N NaOH. The reaction mixture is evaporated to dryness in a vacuum. The residue is taken up in 40 ml of ethanol, the solution is filtered clear and the product is precipitated with 2 ml of acetic acid. There are obtained 1.82 g of 2-guanidino-4-methyl-thiazole-5-carboxylic acid of m.p. 1 96° C. The reactants are C(=O)(O)[O-].[Na+] (NaHCO3), [Si](C)(C)(C)N=[N+]=[N-] (TMS-N3), FC1=C(C=C(C=C1)[N+](=O)[O-])NC(=O)C1CC1 (N-(2-fluoro-5-nitrophenyl)cyclopropanecarboxamide), ice MeOH, O(S(=O)(=O)C(F)(F)F)S(=O)(=O)C(F)(F)F (Tf2O). Run in CCOC(=O)C (EtOAc), O (H2O), CC#N (MeCN). Reaction conditions: time 2 minute. Product: C1(CC1)C1=NN=NN1C1=C(C=CC(=C1)[N+](=O)[O-])F (5-cyclopropyl-1-(2-fluoro-5-nitrophenyl)-1H-tetrazole). Yield: 44.9%. Reaction SMILES: [F:1][C:2]1[CH:7]=[CH:6][C:5]([N+:8]([O-:10])=[O:9])=[CH:4][C:3]=1[NH:11][C:12]([CH:14]1[CH2:16][CH2:15]1)=O.O(S(C(F)(F)F)(=O)=O)S(C(F)(F)F)(=O)=O.[Si]([N:36]=[N+:37]=[N-:38])(C)(C)C.C([O-])(O)=O.[Na+]>CC#N.O.CCOC(C)=O>[CH:14]1([C:12]2[N:11]([C:3]3[CH:4]=[C:5]([N+:8]([O-:10])=[O:9])[CH:6]=[CH:7][C:2]=3[F:1])[N:38]=[N:37][N:36]=2)[CH2:16][CH2:15]1 |f:3.4|. Reported procedure: A stirred solution of N-(2-fluoro-5-nitrophenyl)cyclopropanecarboxamide (210 mg, 1.0 mmol) in MeCN (6 mL) under nitrogen was cooled to −10 to −20° C. (ice/MeOH bath) and a precipitate developed. Tf2O (0.34 mL, 2.0 mmol) was added dropwise over 3-5 min (a solution developed). The mixture was stirred in the cold bath for a further 2 min then TMS-N3 (0.53 mL, 4.0 mmol) was added dropwise over 2 min (bath temp ca. −10° C.). After complete addition, the mixture was stirred for 90 min (bath temperatur... Starting materials: CN(C)C=O, CCOC(C)=O, O=C=Nc1ccc(Cl)c(C(F)(F)F)c1, CC(=O)Nc1nc2ccc(Oc3cccc(N)c3)c(C#N)c2s1. The product is CC(=O)Nc1nc2ccc(Oc3cccc(NC(=O)Nc4ccc(Cl)c(C(F)(F)F)c4)c3)c(C#N)c2s1. Reaction SMILES: [CH3:38][N:39]([CH3:40])[CH:41]=[O:42].[CH3:43][CH2:44][O:45][C:46](=[O:47])[CH3:48].[Cl:24][c:25]1[c:26]([C:34]([F:35])([F:36])[F:37])[cH:27][c:28]([N:31]=[C:32]=[O:33])[cH:29][cH:30]1.[NH2:1][c:2]1[cH:3][c:4]([O:5][c:6]2[c:7]([C:19]#[N:20])[c:8]3[c:9]([n:10][c:11]([NH:13][C:14]([CH3:15])=[O:16])[s:12]3)[cH:17][cH:18]2)[cH:21][cH:22][cH:23]1>>[NH:1]([c:2]1[cH:3][c:4]([O:5][c:6]2[c:7]([C:19]#[N:20])[c:8]3[c:9]([n:10][c:11]([NH:13][C:14]([CH3:15])=[O:16])[s:12]3)[cH:17][cH:18]2)[cH:21][cH:22][cH:23]1)[C:32]([NH:31][c:28]1[cH:27][c:26]([C:34]([F:35])([F:36])[F:37])[c:25]([Cl:24])[cH:30][cH:29]1)=[O:33].